This data is from the Open Reaction Database (ORD), a public repository of structured organic reaction records. The task is: describe an organic reaction: reactants, conditions, products, and yield Starting materials: C1CCOC1, C[S-], O=[N+]([O-])c1cccc(F)c1CBr, [Na+]. RXN SMILES: [CH2:16]1[O:17][CH2:18][CH2:19][CH2:20]1.[CH3:13][S-:14].[F:1][c:2]1[c:3]([CH2:4][Br:5])[c:6]([N+:10](=[O:11])[O-:12])[cH:7][cH:8][cH:9]1.[Na+:15]>>[F:1][c:2]1[c:3]([CH2:4][S:14][CH3:13])[c:6]([N+:10](=[O:11])[O-:12])[cH:7][cH:8][cH:9]1. The product is CSCc1c(F)cccc1[N+](=O)[O-]. As a reaction SMILES: Cl.[C:2]([OH:10])(=[O:9])[C:3]1[CH2:8][CH2:7][NH:6][CH2:5][CH:4]=1.C(=O)([O-])[O-].[Na+].[Na+].Cl[C:18]([O:20][CH2:21][CH:22]=[CH2:23])=[O:19].Cl>O.ClCCl>[CH2:21]([O:20][C:18]([N:6]1[CH2:7][CH2:8][C:3]([C:2]([OH:10])=[O:9])=[CH:4][CH2:5]1)=[O:19])[CH:22]=[CH2:23] |f:0.1,2.3.4|. Solvent: ClCCl (dichloromethane), O (water). Procedure details: 1,2,5,6-Tetrahydroisonicotinic acid hydrochloride (150 g, 0.92 mol) is added to an aqueous solution of sodium carbonate (194 g, 1.83 mol) in water (920 ml), and thereto is added dropwise 2-propenyl chloroformate (116 g, 0.96 mol) under ice-cooling over a period of one hour. After the addition, the mixture is further stirred under icecooling for five hours. Separately, conc. hydrochloric acid (191 g) and dichloromethane (1000 ml) are cooled, and thereto is added dropwise the above reaction mixtur... The reactants are Cl (hydrochloric acid), Cl.C(C1=CCNCC1)(=O)O (1,2,5,6-Tetrahydroisonicotinic acid hydrochloride), C([O-])([O-])=O.[Na+].[Na+] (sodium carbonate), ClC(=O)OCC=C (2-propenyl chloroformate). Yields the product C(C=C)OC(=O)N1CC=C(C(=O)O)CC1 (1-(2-propenyloxycarbonyl)-1,2,5,6-tetrahydro-isonicotinic acid). The yield is 102.4%. Run at time 5 hour. Reaction SMILES: Cl[C:2]1[CH:7]=[CH:6][CH:5]=[CH:4][C:3]=1[N+:8]([O-:10])=[O:9].[C:11]1(O)[CH:16]=[CH:15][CH:14]=[CH:13][CH:12]=1.[C:18](=[O:21])([O-])[O-].[K+].[K+].[CH:24]1[CH:29]=[CH:28][CH:27]=[CH:26][CH:25]=1>[Cu].CC(N(C)C)=O>[N+:8]([C:3]1[CH:4]=[CH:5][CH:6]=[CH:7][C:2]=1[C:11]1[CH:16]=[CH:15][CH:14]=[CH:13][C:12]=1[O:21][C:18]1[CH:6]=[CH:7][CH:2]=[CH:3][C:4]=1[C:24]1[CH:29]=[CH:28][CH:27]=[CH:26][C:25]=1[N+:8]([O-:10])=[O:9])([O-:10])=[O:9] |f:2.3.4|. Reagents/catalysts: [Cu] (copper). Solvent: CC(=O)N(C)C (dimethyl acetamide). Procedure details: In accordance with this sequence, a 1-chloro-2-nitrobenzene (5) is reacted with a phenol (6) a base such as potassium carbonate and activated copper where necessary in a solvent such as benzene of dimethyl acetamide with heat giving a 2-nitrophenylphenyl ether (7). This ether (7) is then reduced by conventional means (i.e. sodium hydrosulfite) to the phenoxyaniline (8). Isonicotinic acid is reacted with a mineral acid halide such as thionyl chloride heat or by heating at reflux in methylene chlo... Starting materials: ClC1=C(C=CC=C1)[N+](=O)[O-] (1-chloro-2-nitrobenzene), C1(=CC=CC=C1)O (phenol), C([O-])([O-])=O.[K+].[K+] (potassium carbonate), C1=CC=CC=C1 (benzene). The product is [N+](=O)([O-])C1=C(C=CC=C1)C1=C(C=CC=C1)OC1=C(C=CC=C1)C1=C(C=CC=C1)[N+](=O)[O-] (2-nitrophenylphenyl ether). Conditions: temperature 0 celsius, time 10 minute. Product: NC(C(=O)OCC)C1=C(C=CC=C1OC)OC (ethyl 2-amino-2-(2,6-dimethoxyphenyl)acetate). Reaction SMILES: [CH3:1][O:2][C:3]1[CH:8]=[CH:7][CH:6]=[C:5]([O:9][CH3:10])[C:4]=1[CH:11]([NH:17]S(C(C)(C)C)=O)[C:12]([O:14][CH2:15][CH3:16])=[O:13].Cl.O1CCOCC1>CO>[NH2:17][CH:11]([C:4]1[C:5]([O:9][CH3:10])=[CH:6][CH:7]=[CH:8][C:3]=1[O:2][CH3:1])[C:12]([O:14][CH2:15][CH3:16])=[O:13]. Starting materials: Cl (HCl), O1CCOCC1 (dioxane), COC1=C(C(=CC=C1)OC)C(C(=O)OCC)NS(=O)C(C)(C)C (ethyl 2-(2,6-dimethoxyphenyl)-2-(1,1-dimethylethylsulfinamido)-acetate). The solvent is CO (MeOH). Reported procedure: A cooled (0° C.) solution of ethyl 2-(2,6-dimethoxyphenyl)-2-(1,1-dimethylethylsulfinamido)-acetate (4.215 g; 12.27 mmol) in anh. MeOH (120 ml) was treated dropwise with a solution of 4 M HCl in dioxane (6.30 ml; 25.20 mmol). The resulting heterogeneous mixture was further stirred at 0° C., under nitrogen, for 10 min., and then at rt for 1 h. Concentration to dryness under reduced pressure afforded the chlorhydrate salt of ethyl 2-amino-2-(2,6-dimethoxyphenyl)acetate as a yellow oil. LC-MS (cond...